From a dataset of the Open Reaction Database (ORD), a public repository of structured organic reaction records. describe an organic reaction: reactants, conditions, products, and yield Starting materials: C(CC(=O)OCC)(C(=O)OCC)C(=O)OCC (triethyl 1,1,2-ethanetricarboxylate), C[O-].[Na+] (sodium methoxide), CC(/C=C/C1C(C1)(C(=O)OC)C(=O)OC)(CCCCC)O (dimethyl trans-(3-methyl-3-hydroxy-1-octenyl)cyclopropane-1-1-dicarboxylate). Solvent: CO (methanol). Reaction conditions: time 15 minute. The product is C(=O)(OCC)CC1(C([C@H](C[C@@H]1C=CC(CCCCC)(C)O)C(=O)OC)=O)C(=O)OC (Dimethyl trans-1-(Carboethoxymethyl)-5-(3-hydroxy-3-methyl-1-octenyl)-2-oxo-1,3-cyclopentanedicarboxylate). Reaction SMILES: [CH:1]([C:13]([O:15]CC)=O)([C:8]([O:10][CH2:11]C)=[O:9])[CH2:2][C:3]([O:5][CH2:6][CH3:7])=[O:4].C[O-].[Na+].[CH3:21][C:22]([OH:41])([CH2:36][CH2:37][CH2:38][CH2:39][CH3:40])/[CH:23]=[CH:24]/[CH:25]1[CH2:27][C:26]1(C(OC)=O)[C:28]([O:30][CH3:31])=[O:29]>CO>[C:3]([CH2:2][C:1]1([C:8]([O:10][CH3:11])=[O:9])[C@@H:25]([CH:24]=[CH:23][C:22]([OH:41])([CH3:21])[CH2:36][CH2:37][CH2:38][CH2:39][CH3:40])[CH2:27][C@H:26]([C:28]([O:30][CH3:31])=[O:29])[C:13]1=[O:15])([O:5][CH2:6][CH3:7])=[O:4] |f:1.2|. Procedure: To a solution of triethyl 1,1,2-ethanetricarboxylate (1.36 g) in 3 ml of methanol, a freshly prepared solution of sodium methoxide (from 0.126 g of sodium and 6 ml of absolute methanol) is added. The mixture is heated to 80°. A solution of dimethyl trans-(3-methyl-3-hydroxy-1-octenyl)cyclopropane-1-1-dicarboxylate (1.7 g) is gradually added and the resulting mixture stirred for an additional 15 min. The methanol is removed by distillation at reduced pressure. The residue is then heated at 100° f... Starting materials: CN(C)C=O (DMF), O=P(Cl)(Cl)Cl (POCl3), C(C1=CC=CC=C1)C1CCN(CC1)C(=O)CN1C=CC2=CC(=CC=C12)C#N (1-(4-benzylpiperidine-carbonyl)methyl-5-cyanoindole), triphenyl phosphonium(methylenecarbomethoxy)ylide, C1CCOC1 (THF). Run at time 3 hour. Product: C(C1=CC=CC=C1)C1CCN(CC1)C(=O)CN1C=C(C2=CC(=CC=C12)C#N)CCC(=O)OC (Methyl 1-(4-benzylpiperidinecarbonyl)methyl-5-cyanoindole-3-propanoate). RXN SMILES: CN([CH:4]=[O:5])C.O=P(Cl)(Cl)Cl.[CH2:11]([CH:18]1[CH2:23][CH2:22][N:21]([C:24]([CH2:26][N:27]2[C:35]3[C:30](=[CH:31][C:32]([C:36]#[N:37])=[CH:33][CH:34]=3)[CH:29]=[CH:28]2)=[O:25])[CH2:20][CH2:19]1)[C:12]1[CH:17]=[CH:16][CH:15]=[CH:14][CH:13]=1.[CH2:38]1C[O:41][CH2:40][CH2:39]1>>[CH2:11]([CH:18]1[CH2:23][CH2:22][N:21]([C:24]([CH2:26][N:27]2[C:35]3[C:30](=[CH:31][C:32]([C:36]#[N:37])=[CH:33][CH:34]=3)[C:29]([CH2:38][CH2:39][C:40]([O:5][CH3:4])=[O:41])=[CH:28]2)=[O:25])[CH2:20][CH2:19]1)[C:12]1[CH:17]=[CH:16][CH:15]=[CH:14][CH:13]=1. Reported procedure: To a stirred solution of DMF (15 mL) and POCl3 (256 mg, 1.7 mmol) at 0° C. was added 1-(4-benzylpiperidine-carbonyl)methyl-5-cyanoindole (199 mg, 0.56 mmol). After stirring 3 h, the reaction was quenched with 2N sodium hydroxide and stirred for 30 min. It was then extracted with chloroform, dried with sodium sulfate, filtered and concentrated in vacuo to afford product. LRMS (M+H)+ 386. The product was then refluxed in the presence of triphenyl phosphonium(methylenecarbomethoxy)ylide in THF unde...